The task is: describe an organic reaction: reactants, conditions, products, and yield. This data is from the Open Reaction Database (ORD), a public repository of structured organic reaction records. Reactants: CC(=O)Nc1ccc(-c2cc(=O)c3c(N)c(F)c(C)c(F)c3o2)cc1F, CN(C)C=O, [H-], CCCI, [Na+], O. Yields the product CCCN(C(C)=O)c1ccc(-c2cc(=O)c3c(N)c(F)c(C)c(F)c3o2)cc1F. RXN SMILES: [C:1]([CH3:2])(=[O:3])[NH:4][c:5]1[c:6]([F:26])[cH:7][c:8](-[c:11]2[o:12][c:13]3[c:14]([c:15](=[O:17])[cH:16]2)[c:18]([NH2:25])[c:19]([F:24])[c:20]([CH3:23])[c:21]3[F:22])[cH:9][cH:10]1.[CH3:34][N:35]([CH3:36])[CH:37]=[O:38].[H-:27].[I:29][CH2:30][CH2:31][CH3:32].[Na+:28].[OH2:33]>>[C:1]([CH3:2])(=[O:3])[N:4]([c:5]1[c:6]([F:26])[cH:7][c:8](-[c:11]2[o:12][c:13]3[c:14]([c:15](=[O:17])[cH:16]2)[c:18]([NH2:25])[c:19]([F:24])[c:20]([CH3:23])[c:21]3[F:22])[cH:9][cH:10]1)[CH2:30][CH2:31][CH3:32]. The reactants are NCCCO (3-aminopropanol), ClC=1C=C(C=CC1Cl)C1(C(NC2=CC=CC=C12)=O)O (3-(3,4-dichlorophenyl)-3-hydroxy-3H-indol-2-one), C1(=CC=C(C=C1)S(=O)(=O)O)C (toluene-p-sulphonic acid). Yields the product ClC=1C=C(C=CC1Cl)C1(C(=NC2=CC=CC=C12)NCCCO)O (3-(3,4-dichlorophenyl)-2-(3-hydroxypropylamino)-3H-indol-3-ol). Reaction SMILES: [NH2:1][CH2:2][CH2:3][CH2:4][OH:5].[Cl:6][C:7]1[CH:8]=[C:9]([C:14]2([OH:24])[C:22]3[C:17](=[CH:18][CH:19]=[CH:20][CH:21]=3)[NH:16][C:15]2=O)[CH:10]=[CH:11][C:12]=1[Cl:13].C1(C)C=CC(S(O)(=O)=O)=CC=1>>[Cl:6][C:7]1[CH:8]=[C:9]([C:14]2([OH:24])[C:22]3[C:17](=[CH:18][CH:19]=[CH:20][CH:21]=3)[N:16]=[C:15]2[NH:1][CH2:2][CH2:3][CH2:4][OH:5])[CH:10]=[CH:11][C:12]=1[Cl:13]. Procedure details: Reaction of 3-aminopropanol with 3-(3,4-dichlorophenyl)-3-hydroxy-3H-indol-2-one in presence of toluene-p-sulphonic acid by a procedure analogous to that of Example 1 gives 3-(3,4-dichlorophenyl)-2-(3-hydroxypropylamino)-3H-indol-3-ol The reactants are ClC=1C=C2C(=NC=NC2=CC1Cl)NCC(=O)N1CC2(OCCO2)CC1 (2-(6,7-dichloroquinazolin-4-ylamino)-1-(1,4-dioxa-7-azaspiro[4.4]nonan-7-yl)ethanone), Cl(=O)(=O)(=O)O (perchloric acid). Solvent: C(Cl)Cl (DCM). Run at time 1 hour. Product: ClC=1C=C2C(=NC=NC2=CC1Cl)NCC(=O)N1CC(CC1)=O (1-(2-(6,7-dichloroquinazolin-4-ylamino)acetyl)pyrrolidin-3-one). Yield: 92.4%. As a reaction SMILES: [Cl:1][C:2]1[CH:3]=[C:4]2[C:9](=[CH:10][C:11]=1[Cl:12])[N:8]=[CH:7][N:6]=[C:5]2[NH:13][CH2:14][C:15]([N:17]1[CH2:25][CH2:24][C:19]2(OCC[O:20]2)[CH2:18]1)=[O:16].Cl(O)(=O)(=O)=O>C(Cl)Cl>[Cl:1][C:2]1[CH:3]=[C:4]2[C:9](=[CH:10][C:11]=1[Cl:12])[N:8]=[CH:7][N:6]=[C:5]2[NH:13][CH2:14][C:15]([N:17]1[CH2:25][CH2:24][C:19](=[O:20])[CH2:18]1)=[O:16]. Reported procedure: To a stirring 0° C. solution of 2-(6,7-dichloroquinazolin-4-ylamino)-1-(1,4-dioxa-7-azaspiro[4.4]nonan-7-yl)ethanone (0.603 g, 1.57 mmol) (prepared by general procedures G, F, M) in DCM (15 mL) was slowly added perchloric acid (0.406 mL, 4.72 mmol). The mixture was allowed to warm to room temperature and stirred for about 1 hour. The solvent was decanted and discarded. The remaining solid was washed with aqueous sodium carbonate (10 mL) and water (10 mL) and then dried over magnesium sulfate, fi...